Dataset: the Open Reaction Database (ORD), a public repository of structured organic reaction records. Task: describe an organic reaction: reactants, conditions, products, and yield Reactants: ClCCl, CC(C)Oc1ccc(CC(NC(=O)OC(C)(C)C)C(=O)N(C)C)cc1, O=C(O)C(F)(F)F. The product is CC(C)Oc1ccc(CC(N)C(=O)N(C)C)cc1. RXN SMILES: [CH2:33]([Cl:34])[Cl:35].[CH3:8][N:9]([C:10]([CH:11]([CH2:12][c:13]1[cH:14][cH:15][c:16]([O:19][CH:20]([CH3:21])[CH3:22])[cH:17][cH:18]1)[NH:23][C:24](=[O:25])[O:26][C:27]([CH3:28])([CH3:29])[CH3:30])=[O:31])[CH3:32].[OH:1][C:2]([C:3]([F:4])([F:5])[F:6])=[O:7]>>[CH3:8][N:9]([C:10]([CH:11]([CH2:12][c:13]1[cH:14][cH:15][c:16]([O:19][CH:20]([CH3:21])[CH3:22])[cH:17][cH:18]1)[NH2:23])=[O:31])[CH3:32]. Reactants: CC(=O)SCc1ccc(-c2cccc(C(=O)O)c2)c(C(=O)O)c1, C1CCOC1, Cl, [Na+], [OH-], O. Product: O=C(O)c1cccc(-c2ccc(CS)cc2C(=O)O)c1. Reaction SMILES: [C:1](=[O:2])([CH3:3])[S:4][CH2:5][c:6]1[cH:7][c:8]([C:21](=[O:22])[OH:23])[c:9](-[c:12]2[cH:13][c:14]([C:18](=[O:19])[OH:20])[cH:15][cH:16][cH:17]2)[cH:10][cH:11]1.[CH2:27]1[O:28][CH2:29][CH2:30][CH2:31]1.[ClH:26].[Na+:25].[OH-:24].[OH2:32]>>[SH:4][CH2:5][c:6]1[cH:7][c:8]([C:21](=[O:22])[OH:23])[c:9](-[c:12]2[cH:13][c:14]([C:18](=[O:19])[OH:20])[cH:15][cH:16][cH:17]2)[cH:10][cH:11]1. The reactants are oil, C1COC=2C=CC=C3[C@H]4[C@@H](N1C23)CCNC4 ((±)-cis-1,2,6b,7,8,9,10,10a-octahydro[1,4]oxazino-[2,3,4-hi]pyrido[4,3-b]indole), NC1=C(C=CC(=C1)F)C(CCCCl)=O (1-(2-amino-4-fluorophenyl)-4-chloro-1-butanone). Yields the product NC1=C(C=CC(=C1)F)C(CCCN1C[C@@H]2[C@@H](N3C4=C(C=CC=C24)OCC3)CC1)=O (1-(2-amino-4-fluorophenyl)-4-((±)-cis-1,2,6b,9,10,10a-hexahydro[1,4]oxazino-[2,3,4-hi]pyrido[4,3-b]indol-8(7H)-yl)-1-butanone). As a reaction SMILES: [CH2:1]1[N:11]2[C:12]3[C:8]([C@@H:9]4[CH2:16][NH:15][CH2:14][CH2:13][C@@H:10]42)=[CH:7][CH:6]=[CH:5][C:4]=3[O:3][CH2:2]1.[NH2:17][C:18]1[CH:23]=[C:22]([F:24])[CH:21]=[CH:20][C:19]=1[C:25](=[O:30])[CH2:26][CH2:27][CH2:28]Cl>>[NH2:17][C:18]1[CH:23]=[C:22]([F:24])[CH:21]=[CH:20][C:19]=1[C:25](=[O:30])[CH2:26][CH2:27][CH2:28][N:15]1[CH2:14][CH2:13][C@@H:10]2[N:11]3[CH2:1][CH2:2][O:3][C:4]4[CH:5]=[CH:6][CH:7]=[C:8]([C:12]3=4)[C@@H:9]2[CH2:16]1. Reported procedure: The title compound was prepared by the method of Example 361 as a red oil (11 mg, 24%) from (±)-cis-1,2,6b,7,8,9,10,10a-octahydro[1,4]oxazino-[2,3,4-hi]pyrido[4,3-b]indole (30 mg, 0.12 mmol) and 1-(2-amino-4-fluorophenyl)-4-chloro-1-butanone (51 mg, 0.24 mmol). 1H NMR (CDCl3, 300 MHz) δ1.87-2.15 (m, 5H), 2.25-2.45 (m, 3H), 2.65-2.79 (m, 2H), 2.86-2.95 (m, 3H), 3.15-3.30 (m, 3H), 4.44 (dd, J=6.9, 2.2 Hz, 2H), 6.26-6.38 (m, 2H), 6.41-6.50 (br-s, 2H), 6.60-6.72 (m, 3H), 7.78 (dd, J=9.1, 6.6 Hz, 1H)... Reactants: O=C([O-])O, CCOC(C)=O, NC(Cc1ccc(F)cc1)C(O)c1ccc(F)cc1, [Na+], O, O=C(Cl)c1cccc2ccccc12. Product: O=C(NC(Cc1ccc(F)cc1)C(O)c1ccc(F)cc1)c1cccc2ccccc12. RXN SMILES: [C:33](=[O:34])([O-:35])[OH:36].[CH3:38][CH2:39][O:40][C:41](=[O:42])[CH3:43].[NH2:1][CH:2]([CH:3]([OH:4])[c:5]1[cH:6][cH:7][c:8]([F:11])[cH:9][cH:10]1)[CH2:12][c:13]1[cH:14][cH:15][c:16]([F:19])[cH:17][cH:18]1.[Na+:37].[OH2:44].[c:20]1([C:30](=[O:31])[Cl:32])[cH:21][cH:22][cH:23][c:24]2[cH:25][cH:26][cH:27][cH:28][c:29]12>>[NH:1]([CH:2]([CH:3]([OH:4])[c:5]1[cH:6][cH:7][c:8]([F:11])[cH:9][cH:10]1)[CH2:12][c:13]1[cH:14][cH:15][c:16]([F:19])[cH:17][cH:18]1)[C:30]([c:20]1[cH:21][cH:22][cH:23][c:24]2[cH:25][cH:26][cH:27][cH:28][c:29]12)=[O:31]. Reactants: ClC(=O)N1C2=C(NC(C3=C1C=CC=C3)=O)C=CC=N2 (11-(chlorocarbonyl)-5,11-dihydro-6H-pyrido[2,3-b][1,4]benzodiazepin-6-one), CN1CC2CNCC2C1 (3- methyl-3,7-diazabicyclo[3.3.0]octane). The solvent is CN(C=O)C (dimethylformamide). Conditions: time 20 hour. The product is CN1CC2CN(CC2C1)C(=O)N1C2=C(NC(C3=C1C=CC=C3)=O)C=CC=N2 (5,11-Dihydro-11-[[7-methyl-3,7-diazabicyclo[3.3.0]-oct-3-yl]carbonyl]-6H-pyrido[2,3-b][1,4]benzodiazepin-6-one). As a reaction SMILES: Cl[C:2]([N:4]1[C:10]2[CH:11]=[CH:12][CH:13]=[CH:14][C:9]=2[C:8](=[O:15])[NH:7][C:6]2[CH:16]=[CH:17][CH:18]=[N:19][C:5]1=2)=[O:3].[CH3:20][N:21]1[CH2:28][CH:27]2[CH:23]([CH2:24][NH:25][CH2:26]2)[CH2:22]1>CN(C)C=O>[CH3:20][N:21]1[CH2:28][CH:27]2[CH:23]([CH2:24][N:25]([C:2]([N:4]3[C:10]4[CH:11]=[CH:12][CH:13]=[CH:14][C:9]=4[C:8](=[O:15])[NH:7][C:6]4[CH:16]=[CH:17][CH:18]=[N:19][C:5]3=4)=[O:3])[CH2:26]2)[CH2:22]1. Reported procedure: A mixture of 4.9 g (18 mmoles) of 11-(chlorocarbonyl)-5,11-dihydro-6H-pyrido[2,3-b][1,4]benzodiazepin-6-one and 2.3 g of 3- methyl-3,7-diazabicyclo[3.3.0]octane in 75 ml of dry dimethylformamide was stirred for 20 hours at ambient temperature. The reaction mixture was concentrated in vacuo, the residue was divided between 1N hydrochloric acid and methylene chloride. The organic phase was washed two further times using 1N hydrochloric acid and once using water. The combined aqueous phases were re... The reactants are FC1=CC=C(OC2=CC=C(C=C2)B2OC(C(O2)(C)C)(C)C)C=C1 (2-(4-(4-fluorophenoxy)phenyl)-4,4,5,5-tetramethyl-1,3,2-dioxaborolane), C(=O)([O-])[O-].[Na+].[Na+] (Na2CO3), ClC1=NC(=CC(=N1)C(=O)OC(C)(C)C)N[C@H](C(=O)OC)C ((S)-tert-butyl 2-chloro-6-((1-methoxy-1-oxopropan-2-yl)amino)pyrimidine-4-carboxylate). Reagents/catalysts: C1=CC=C(C=C1)P([C-]2C=CC=C2)C3=CC=CC=C3.C1=CC=C(C=C1)P([C-]2C=CC=C2)C3=CC=CC=C3.Cl[Pd]Cl.[Fe+2] (PdCl2(dppf)). The solvent is O1CCOCC1 (dioxane). Reaction conditions: temperature 80 celsius. Product: FC1=CC=C(OC2=CC=C(C=C2)C2=NC(=CC(=N2)C(=O)OC(C)(C)C)N[C@H](C(=O)OC)C)C=C1 ((S)-tert-butyl 2-(4-(4-fluorophenoxy)phenyl)-6-((1-methoxy-1-oxopropan-2-yl)amino)pyrimidine-4-carboxylate). Isolated yield 61.5%. RXN SMILES: Cl[C:2]1[N:7]=[C:6]([C:8]([O:10][C:11]([CH3:14])([CH3:13])[CH3:12])=[O:9])[CH:5]=[C:4]([NH:15][C@@H:16]([CH3:21])[C:17]([O:19][CH3:20])=[O:18])[N:3]=1.[F:22][C:23]1[CH:44]=[CH:43][C:26]([O:27][C:28]2[CH:33]=[CH:32][C:31](B3OC(C)(C)C(C)(C)O3)=[CH:30][CH:29]=2)=[CH:25][CH:24]=1.C([O-])([O-])=O.[Na+].[Na+]>O1CCOCC1.C1C=CC(P(C2C=CC=CC=2)[C-]2C=CC=C2)=CC=1.C1C=CC(P(C2C=CC=CC=2)[C-]2C=CC=C2)=CC=1.Cl[Pd]Cl.[Fe+2]>[F:22][C:23]1[CH:44]=[CH:43][C:26]([O:27][C:28]2[CH:33]=[CH:32][C:31]([C:2]3[N:7]=[C:6]([C:8]([O:10][C:11]([CH3:14])([CH3:13])[CH3:12])=[O:9])[CH:5]=[C:4]([NH:15][C@@H:16]([CH3:21])[C:17]([O:19][CH3:20])=[O:18])[N:3]=3)=[CH:30][CH:29]=2)=[CH:25][CH:24]=1 |f:2.3.4,6.7.8.9|. Procedure details: To a mixture of the (S)-tert-butyl 2-chloro-6-((1-methoxy-1-oxopropan-2-yl)amino)pyrimidine-4-carboxylate (0.347 g, 1.10 mmol) in dioxane (10 mL) was added 2-(4-(4-fluorophenoxy)phenyl)-4,4,5,5-tetramethyl-1,3,2-dioxaborolane (0.348 g, 1.11 mmol), 2M aqueous Na2CO3 (1.10 mL, 2.20 mmol) and PdCl2(dppf) (0.050 g, 0.061 mmol). The reaction vessel was flushed with argon, sealed, and heated at 80° C. for 2 days. After cooling, the reaction mixture was evaporated in vacuo and the residue chromatograph... The reactants are 1, C1CCOC1 (THF), [Li]CCCC (n-BuLi), [N+](=O)([O-])C1=C(C(=O)Cl)C=CC=C1 (2-nitrobenzoyl chloride). Conditions: temperature -78 celsius. Yields the product [N+](=O)([O-])C1=C(C(=O)C2=CC=CC=C2)C=CC=C1 (Nitrobenzophenone). As a reaction SMILES: [Li][CH2:2][CH2:3][CH2:4][CH3:5].[N+:6]([C:9]1[CH:17]=[CH:16][CH:15]=[CH:14][C:10]=1[C:11](Cl)=[O:12])([O-:8])=[O:7].[CH2:18]1COC[CH2:19]1>>[N+:6]([C:9]1[CH:17]=[CH:16][CH:15]=[CH:14][C:10]=1[C:11]([C:2]1[CH:19]=[CH:18][CH:5]=[CH:4][CH:3]=1)=[O:12])([O-:8])=[O:7]. Procedure details: 1-Scheme 1 (1.0 g, 1.0 mmol) was suspended in THF (10 mL) and cooled to -78° C. Added n-BuLi (1.6M in Hexanes, 1.6 mmol) and allowed to react for 2 h. The mixture was warmed to -65° C.; 2-nitrobenzoyl chloride (1 mL, 7 mmol) was added, and the mixture was allowed to warm to room temperature overnight. Filtration followed by washing with methanol (3×25 mL), water (2×25 mL, methylene chloride (2×25 mL and finally with methanol (50 mL) gave the resin which was dried at 60° C. in vacuo. Recovered (1... Starting materials: ClCCC1=CC=CC=C1 ((2-chloroethyl)-benzene), O1CCOC12CCC(CC2)=O (1,4-dioxa-spiro[4.5]decan-8-one). Yields the product OC1(CCC(CC1)=O)CCC1=CC=CC=C1 (4-hydroxy-4-phenylethyl-cyclohexanone). Yield: 71.0%. As a reaction SMILES: Cl[CH2:2][CH2:3][C:4]1[CH:9]=[CH:8][CH:7]=[CH:6][CH:5]=1.[O:10]1[C:14]2([CH2:19][CH2:18][C:17](=[O:20])[CH2:16][CH2:15]2)OCC1>>[OH:10][C:14]1([CH2:2][CH2:3][C:4]2[CH:9]=[CH:8][CH:7]=[CH:6][CH:5]=2)[CH2:15][CH2:16][C:17](=[O:20])[CH2:18][CH2:19]1. Procedure: (2-chloroethyl)-benzene was reacted with 1,4-dioxa-spiro[4.5]decan-8-one corresponding to the conditions described in Example 24, step 1. The product was purified with 5:1 ether/n-hexane on a silica gel column. Compound (46) was obtained in a yield of 71% theoretical.